From a dataset of the Open Reaction Database (ORD), a public repository of structured organic reaction records. describe an organic reaction: reactants, conditions, products, and yield The reactants are O1C2=C(CC1NC(NO)=O)C=CC1=CC=CC=C12 (3-(2,3-Dihydronaphtho[1,2-b]furyl}-N-hydroxyurea), 3-(2,3-dihydronaphtho[1,2-b]furyl}-N-hydroxyamine, C[Si](C)(C)N=C=O (trimethylsilylisocyanate). Run in C1CCOC1 (THF). Run at temperature 60 celsius. Product: O1C2=C(C(C1)=O)C=CC1=CC=CC=C12 (2,3-Dihydronaphtho[1,2-b]furan-3-one). Yield: 35.0%. As a reaction SMILES: [O:1]1[CH:5](NC(=O)NO)[CH2:4][C:3]2[CH:11]=[CH:12][C:13]3[C:18]([C:2]1=2)=[CH:17][CH:16]=[CH:15][CH:14]=3.C[Si](N=C=[O:25])(C)C>C1COCC1>[O:1]1[CH2:5][C:4](=[O:25])[C:3]2[CH:11]=[CH:12][C:13]3[C:18]([C:2]1=2)=[CH:17][CH:16]=[CH:15][CH:14]=3. Procedure: N-{3-(2,3-Dihydronaphtho[1,2-b]furyl}-N-hydroxyurea. To a solution of N-{3-(2,3-dihydronaphtho[1,2-b]furyl}-N-hydroxyamine (72 mg, 0.36 mmol) in THF (4 mL) was added trimethylsilylisocyanate (98 μL, 0.72 mmol). The resulting solution was heated at 60° C. for 1 h, then allowed to cool and concentrated under reduced pressure. The residue was dissolved in EtOAC and washed successively with H2O and saturated aqueous NaCl. The solvent was removed in vacuo, and the residue was triturated with Et2O. Th... Reactants: FC1=C(C=CC(=C1)F)[C@]([C@@H](C)N1C(N(CC1)C1=CC=C(C=C1)N1N=NN=C1)=O)(CN1N=CN=C1)O (1-[(1R,2R)-2-(2,4-difluorophenyl)-2-hydroxy-1-methyl-3-(1H-1,2,4-triazol-1-yl)propyl]-3-[4-(1H-tetrazol-1-yl)phenyl]-2-imidazolidinone), C(OCCl)(OCCC)=O (chloromethyl propyl carbonate), C(C)#N (acetonitrile). The solvent is C(C)(C)OC(C)C (diisopropyl ether). Reaction conditions: temperature 100 celsius, time 12 hour. The product is [Cl-].FC1=C(C=CC(=C1)F)[C@@](C[NH+]1N=CN(C1)COC(=O)OCCC)([C@@H](C)N1C(N(CC1)C1=CC=C(C=C1)N1N=NN=C1)=O)O (1-[(2R,3R)-2-(2,4-difluorophenyl)-2-hydroxy-3-[2-oxo-3-[4-(1H-tetrazol-1-yl)phenyl]-1-imidazolidinyl]butyl]-4-propoxycarbonyloxymethyl-1H-1,2,4-triazolium chloride). Isolated yield 3.0%. Reaction SMILES: [F:1][C:2]1[CH:7]=[C:6]([F:8])[CH:5]=[CH:4][C:3]=1[C@@:9]([OH:35])([CH2:29][N:30]1[CH:34]=[N:33][CH:32]=[N:31]1)[C@H:10]([N:12]1[CH2:16][CH2:15][N:14]([C:17]2[CH:22]=[CH:21][C:20]([N:23]3[CH:27]=[N:26][N:25]=[N:24]3)=[CH:19][CH:18]=2)[C:13]1=[O:28])[CH3:11].[C:36](=[O:44])([O:40][CH2:41][CH2:42][CH3:43])[O:37][CH2:38][Cl:39].C(#N)C>C(OC(C)C)(C)C>[Cl-:39].[F:1][C:2]1[CH:7]=[C:6]([F:8])[CH:5]=[CH:4][C:3]=1[C@:9]([OH:35])([C@H:10]([N:12]1[CH2:16][CH2:15][N:14]([C:17]2[CH:22]=[CH:21][C:20]([N:23]3[CH:27]=[N:26][N:25]=[N:24]3)=[CH:19][CH:18]=2)[C:13]1=[O:28])[CH3:11])[CH2:29][NH+:30]1[CH2:34][N:33]([CH2:38][O:37][C:36]([O:40][CH2:41][CH2:42][CH3:43])=[O:44])[CH:32]=[N:31]1 |f:4.5|. Reported procedure: A mixture of 1-[(1R,2R)-2-(2,4-difluorophenyl)-2-hydroxy-1-methyl-3-(1H-1,2,4-triazol-1-yl)propyl]-3-[4-(1H-tetrazol-1-yl)phenyl]-2-imidazolidinone (0.5 g), chloromethyl propyl carbonate (3.2 g) and acetonitrile (1 ml) was stirred for 12 hours at 100° C. After having been cooled, the mixture was diluted with diisopropyl ether (10 ml), and the resulting powder was collected by filtration. The powder was subjected to silica gel chromatography (eluent: ethyl acetate→acetone→acetone/ethanol=10/→acet...